This data is from the Open Reaction Database (ORD), a public repository of structured organic reaction records. The task is: describe an organic reaction: reactants, conditions, products, and yield Reactants: Cc1ccc(S(=O)(=O)Sc2cc(C)c(CO)cc2C(C)(C)C)cc1, [K+], [K+], O=C([O-])[O-], CN(C)C=O, O=C1C=C(O)CC(CCc2cccc(O)c2)(CCc2cccc(O)c2)O1. The product is Cc1cc(SC2=C(O)CC(CCc3cccc(O)c3)(CCc3cccc(O)c3)OC2=O)c(C(C)(C)C)cc1CO. Reaction SMILES: [C:27]([CH3:28])([CH3:29])([CH3:30])[c:31]1[c:32]([S:40][S:41]([c:42]2[cH:43][cH:44][c:45]([CH3:46])[cH:47][cH:48]2)(=[O:49])=[O:50])[cH:33][c:34]([CH3:39])[c:35]([CH2:37][OH:38])[cH:36]1.[K+:51].[K+:52].[O-:53][C:54]([O-:55])=[O:56].[O:57]=[CH:58][N:59]([CH3:60])[CH3:61].[OH:1][C:2]1=[CH:3][C:4](=[O:26])[O:5][C:6]([CH2:8][CH2:9][c:10]2[cH:11][c:12]([OH:16])[cH:13][cH:14][cH:15]2)([CH2:17][CH2:18][c:19]2[cH:20][c:21]([OH:25])[cH:22][cH:23][cH:24]2)[CH2:7]1>>[OH:1][C:2]1=[C:3]([S:40][c:32]2[c:31]([C:27]([CH3:28])([CH3:29])[CH3:30])[cH:36][c:35]([CH2:37][OH:38])[c:34]([CH3:39])[cH:33]2)[C:4](=[O:26])[O:5][C:6]([CH2:8][CH2:9][c:10]2[cH:11][c:12]([OH:16])[cH:13][cH:14][cH:15]2)([CH2:17][CH2:18][c:19]2[cH:20][c:21]([OH:25])[cH:22][cH:23][cH:24]2)[CH2:7]1. Starting materials: CNC1=C(C(=O)OC)C=CC(=N1)C(F)(F)F (methyl 2-(methylamino)-6-(trifluoromethyl)nicotinate), C(C)C(C(=O)Cl)C(=O)Cl (ethyl malonoyl chloride), C(C)OC(CC(=O)N(C)C1=C(C(=O)OC)C=CC(=N1)C(F)(F)F)=O (Methyl 2-(3-ethoxy-N-methyl-3-oxopropanamido)-6-(trifluoromethyl)nicotinate). The solvent is ClCCCl (1,2-dichloroethane). Reaction conditions: temperature 80 celsius. Yields the product OC1=C(C(N(C2=NC(=CC=C12)C(F)(F)F)C)=O)C(=O)OCC (Ethyl 4-hydroxy-1-methyl-2-oxo-7-(trifluoromethyl)-1,2-dihydro-1,8-naphthyridine-3-carboxylate). RXN SMILES: [CH2:1]([O:3][C:4](=[O:24])[CH2:5][C:6]([N:8]([C:10]1[N:19]=[C:18]([C:20]([F:23])([F:22])[F:21])[CH:17]=[CH:16][C:11]=1[C:12]([O:14]C)=O)[CH3:9])=[O:7])[CH3:2].CNC1N=C(C(F)(F)F)C=CC=1C(OC)=O.C(C(C(Cl)=O)C(Cl)=O)C>ClCCCl>[OH:14][C:12]1[C:11]2[C:10](=[N:19][C:18]([C:20]([F:23])([F:22])[F:21])=[CH:17][CH:16]=2)[N:8]([CH3:9])[C:6](=[O:7])[C:5]=1[C:4]([O:3][CH2:1][CH3:2])=[O:24]. Reported procedure: Methyl 2-(3-ethoxy-N-methyl-3-oxopropanamido)-6-(trifluoromethyl)nicotinate. A mixture of methyl 2-(methylamino)-6-(trifluoromethyl)nicotinate (0.300 g) and ethyl malonoyl chloride (0.19 mL, 1.6 mmol) in 1,2-dichloroethane (50 mL) was heated to 80° C. for 63 hours. The reaction mixture was allowed to reach room temperature and was then evaporated under reduced pressure. The residue was purified by silica gel column chromatography (gradient: 0-30% EtOAc/hexanes) to give the title compound. MS (ES...